Dataset: the Open Reaction Database (ORD), a public repository of structured organic reaction records. Task: describe an organic reaction: reactants, conditions, products, and yield Starting materials: [OH-].[Na+] (sodium hydroxide), ice water, [S-]C#N.[K+] (potassium thiocyanate), C(C1=CC=CC=C1)(=O)Cl (benzoyl chloride), C(C)C1=C(N)C(=CC(=C1)[N+](=O)[O-])CC (2,6-diethyl-4-nitroaniline). Run in O (water), C(C)O (ethanol), CC(=O)C (acetone). Yields the product C(C)C1=C(C(=CC(=C1)[N+](=O)[O-])CC)NC(=S)N (2,6-Diethyl-4-nitrophenylthiourea). Isolated yield 59.1%. As a reaction SMILES: [S-:1][C:2]#[N:3].[K+].C(Cl)(=O)C1C=CC=CC=1.[CH2:14]([C:16]1[CH:22]=[C:21]([N+:23]([O-:25])=[O:24])[CH:20]=[C:19]([CH2:26][CH3:27])[C:17]=1[NH2:18])[CH3:15].[OH-].[Na+]>CC(C)=O.O.C(O)C>[CH2:26]([C:19]1[CH:20]=[C:21]([N+:23]([O-:25])=[O:24])[CH:22]=[C:16]([CH2:14][CH3:15])[C:17]=1[NH:18][C:2]([NH2:3])=[S:1])[CH3:27] |f:0.1,4.5|. Procedure: To 2.34 g (24.1 mmol) of potassium thiocyanate in 30 ml of acetone was added 2.32 ml (20.0 mmol) of benzoyl chloride. The mixture was then refluxed for 15 min, cooled to r.t., and 3.16 g (16.3 mmol) of 2,6-diethyl-4-nitroaniline obtained from step C was added. The mixture was then refluxed for 15 min, cooled to r.t., and poured into 200 ml of ice-water. The precipitate was collected and washed with water, then dissolved in a solution comprising 0.70 g (18 mmol) of sodium hydroxide in 5 ml of wat... Reaction SMILES: [CH3:28][N:29]([CH3:30])[CH:31]=[O:32].[CH3:9][N:10]([C:11](=[S:12])[Cl:13])[CH3:14].[Cl:15][c:16]1[c:17]([OH:27])[c:18]([CH3:26])[c:19]([C:20](=[O:21])[O:22][CH3:23])[cH:24][cH:25]1.[N:1]12[CH2:2][CH2:3][N:4]([CH2:5][CH2:6]1)[CH2:7][CH2:8]2>>[CH3:9][N:10]([C:11](=[S:12])[O:27][c:17]1[c:16]([Cl:15])[cH:25][cH:24][c:19]([C:20](=[O:21])[O:22][CH3:23])[c:18]1[CH3:26])[CH3:14]. Starting materials: CN(C)C=O, CN(C)C(=S)Cl, COC(=O)c1ccc(Cl)c(O)c1C, C1CN2CCN1CC2. Yields the product COC(=O)c1ccc(Cl)c(OC(=S)N(C)C)c1C. The reactants are COC(=O)C=1N=C(C=2C(N(C=CC2C1O)CC1=CC=CC=C1)=O)C=1C=NC=CC1 (7-benzyl-4-hydroxy-8-oxo-1-pyridin-3-yl-7,8-dihydro-[2,7]naphthyridine-3-carboxylic acid methyl ester), NCCC(=O)O (β-alanine), C[O-].[Na+] (NaOMe). Yields the product C(C1=CC=CC=C1)N1C=CC=2C(=C(N=C(C2C1=O)C=1C=NC=CC1)C(=O)NCCC(=O)O)O (3-[(7-Benzyl-4-hydroxy-8-oxo-1-pyridin-3-yl-7,8-dihydro-[2,7]naphthyridine-3-carbonyl)-amino]-propionic acid). Isolated yield 43.5%. As a reaction SMILES: CO[C:3]([C:5]1[N:6]=[C:7]([C:24]2[CH:25]=[N:26][CH:27]=[CH:28][CH:29]=2)[C:8]2[C:9](=[O:23])[N:10]([CH2:16][C:17]3[CH:22]=[CH:21][CH:20]=[CH:19][CH:18]=3)[CH:11]=[CH:12][C:13]=2[C:14]=1[OH:15])=[O:4].[NH2:30][CH2:31][CH2:32][C:33]([OH:35])=[O:34].C[O-].[Na+]>>[CH2:16]([N:10]1[C:9](=[O:23])[C:8]2[C:7]([C:24]3[CH:25]=[N:26][CH:27]=[CH:28][CH:29]=3)=[N:6][C:5]([C:3]([NH:30][CH2:31][CH2:32][C:33]([OH:35])=[O:34])=[O:4])=[C:14]([OH:15])[C:13]=2[CH:12]=[CH:11]1)[C:17]1[CH:22]=[CH:21][CH:20]=[CH:19][CH:18]=1 |f:2.3|. Procedure details: A mixture of 7-benzyl-4-hydroxy-8-oxo-1-pyridin-3-yl-7,8-dihydro-[2,7]naphthyridine-3-carboxylic acid methyl ester (24 mg, 0.062 mmol), β-alanine (552 mg, 6.2 mmol) and NaOMe solution (10 mL, 5.0 mmol, 0.5 M in MeOH) was refluxed for 16 h. After the mixture was cooled to r.t., solvent was evaporated in vacuo. The residue was partitioned between water and EtOAc. 1 M HCl was added until pH was about 3-4. The aqueous layer was extracted with additional EtOAc, and the organic layers were combined an... The reactants are [OH-].[Na+] (sodium hydroxide), COC(=O)P(=O)(Cl)Cl (Dichlorophosphinylformic acid methyl ester), R,S-2-decyloxy-3-(12-cyclohexyldodecylthio)-1-propanol, R,S-((3-(12-cyclohexyldodecylthio)-2-decyloxy)-propoxy)-hydroxy-phosphinyl-formic acid methyl ester, ClC1=CC=C(C=C1)C(CCSCCCCCCCCC(C)OCCCOP(=O)C(=O)OO)CCC ([3-(p-Chlorophenyl)hexylmercapto-2-decyloxy)propoxy-hydroxy-phosphinyl-formic acid). The product is ester, C1(CCCCC1)C(CCSCCCCCCCCC(C)OCCCOP(=O)C(=O)OO)CCCC ([3-(Cyclohexyl)heptylmercapto-2-decyloxy]propoxy-hydroxy-phosphinyl-formic acid). Isolated yield 71.0%. Reaction SMILES: Cl[C:2]1[CH:7]=[CH:6][C:5]([CH:8]([CH2:33][CH2:34][CH3:35])[CH2:9][CH2:10][S:11][CH2:12][CH2:13][CH2:14][CH2:15][CH2:16][CH2:17][CH2:18][CH2:19][CH:20]([O:22][CH2:23][CH2:24][CH2:25][O:26][PH:27]([C:29]([O:31][OH:32])=[O:30])=[O:28])[CH3:21])=[CH:4][CH:3]=1.[CH3:36]OC(P(Cl)(Cl)=O)=O.[OH-].[Na+]>>[CH:5]1([CH:8]([CH2:33][CH2:34][CH2:35][CH3:36])[CH2:9][CH2:10][S:11][CH2:12][CH2:13][CH2:14][CH2:15][CH2:16][CH2:17][CH2:18][CH2:19][CH:20]([O:22][CH2:23][CH2:24][CH2:25][O:26][PH:27]([C:29]([O:31][OH:32])=[O:30])=[O:28])[CH3:21])[CH2:6][CH2:7][CH2:2][CH2:3][CH2:4]1 |f:2.3|. Reported procedure: 1.70 g (81%) R,S-((3-(12-cyclohexyldodecylthio)-2-decyloxy)-propoxy)-hydroxy-phosphinyl-formic acid methyl ester (example 12.28) was obtained analogously to example 1 as a colourless oil from 0.55 g (3.10 mmol) 16 and 1.50 g (3.10 mmol) R,S-2-decyloxy-3-(12-cyclohexyldodecylthio)-1-propanol. Saponification of 1.50 g of this ester with sodium hydroxide solution (example 1) yielded 1.10 g (71%) 8 with a melting point of 105-107° C. Reactants: C(C)C=1C(=NC(=CN1)CC)N[C@H]1[C@H](CC2=CC=CC=C12)O ((1R,2S)-1-[(3,6-diethylpyrazin-2-yl)amino]-2,3-dihydro-1H-inden-2-ol), S1CCC(C2=CC=CC=C12)N (3,4-dihydro-2H-thiochromen-4-ylamine). The product is S1CCC(C2=CC=CC=C12)NC1=NC(=CN=C1CC)CC (N-(3,4-dihydro-2H-thiochromen-4-yl)-3,6-diethylpyrazin-2-amine). RXN SMILES: [CH2:1]([C:3]1[C:4]([NH:11][C@@H:12]2[C:20]3[C:15](=[CH:16][CH:17]=[CH:18][CH:19]=3)[CH2:14][C@@H:13]2O)=[N:5][C:6]([CH2:9][CH3:10])=[CH:7][N:8]=1)[CH3:2].[S:22]1C2C(=CC=CC=2)C(N)CC1>>[S:22]1[C:15]2[C:20](=[CH:19][CH:18]=[CH:17][CH:16]=2)[CH:12]([NH:11][C:4]2[C:3]([CH2:1][CH3:2])=[N:8][CH:7]=[C:6]([CH2:9][CH3:10])[N:5]=2)[CH2:13][CH2:14]1. Procedure: Following the procedure for the preparation of (1R,2S)-1-[(3,6-diethylpyrazin-2-yl)amino]-2,3-dihydro-1H-inden-2-ol but substituting 3,4-dihydro-2H-thiochromen-4-ylamine and making non-critical variations provided the title compound as a oil: 1H NMR (400 MHz, CDCl3) δ 7.71, 7.30, 7.15, 7.05, 5.44, 4.51, 3.17, 2.98, 2.68, 2.64, 2.56, 2.14, 1.31; HRMS (FAB) calcd for C17H21N3S+H 300.1534, found 300.1532.